This data is from the Open Reaction Database (ORD), a public repository of structured organic reaction records. The task is: describe an organic reaction: reactants, conditions, products, and yield Starting materials: ClC=1C=C(C=CC1[N+](=O)[O-])C (3-chloro-4-nitrotoluene), C1CC(=O)N(C1=O)Br (NBS), N(=NC(C#N)(C)C)C(C#N)(C)C (2,2′-azo-bis-isobutyronitrile). Solvent: FC(C1=CC=CC=C1)(F)F (α,α,α-trifluorotoluene). Yields the product BrCC1=CC(=C(C=C1)[N+](=O)[O-])Cl (4-(bromomethyl)-2-chloro-1-nitrobenzene). As a reaction SMILES: [Cl:1][C:2]1[CH:3]=[C:4]([CH3:11])[CH:5]=[CH:6][C:7]=1[N+:8]([O-:10])=[O:9].C1C(=O)N([Br:19])C(=O)C1.N(C(C)(C)C#N)=NC(C)(C)C#N>FC(F)(F)C1C=CC=CC=1>[Br:19][CH2:11][C:4]1[CH:5]=[CH:6][C:7]([N+:8]([O-:10])=[O:9])=[C:2]([Cl:1])[CH:3]=1. Reported procedure: A solution of 3-chloro-4-nitrotoluene (2.0 g, 12 mmol), NBS (2.62 g, 14.6 mmol) and 2,2′-azo-bis-isobutyronitrile (0.195 g, 1.16 mmol) in α,α,α-trifluorotoluene (200 mL) was heated at 80° C. under an atmosphere of nitrogen for 3 h. Solvent was removed in vacuo and the residue was partitioned between EtOAc and water and separated. The aqueous layer was extracted with EtOAc (3×) and the combined organic fractions were washed with brine, dried over sodium sulfate, filtered, and concentrated. The cr... The reactants are COC(=O)c1cc(OC)cc(OS(=O)(=O)C(F)(F)F)c1, Cc1ccccc1, OB(O)C1CC1, C1CCC(P(C2CCCCC2)C2CCCCC2)CC1, [K+], [K+], [K+], CC(=O)[O-], CC(=O)[O-], O, O=P([O-])([O-])[O-], [Pd+2]. Product: COC(=O)c1cc(OC)cc(C2CC2)c1. Reaction SMILES: [CH3:1][O:2][C:3]([c:4]1[cH:5][c:6]([O:18][CH3:19])[cH:7][c:8]([O:10][S:11]([C:12]([F:13])([F:14])[F:15])(=[O:16])=[O:17])[cH:9]1)=[O:20].[CH3:64][c:65]1[cH:66][cH:67][cH:68][cH:69][cH:70]1.[CH:21]1([B:24]([OH:25])[OH:26])[CH2:22][CH2:23]1.[CH:35]1([P:36]([CH:37]2[CH2:38][CH2:39][CH2:40][CH2:41][CH2:42]2)[CH:43]2[CH2:44][CH2:45][CH2:46][CH2:47][CH2:48]2)[CH2:49][CH2:50][CH2:51][CH2:52][CH2:53]1.[K+:32].[K+:33].[K+:34].[O-:55][C:56]([CH3:57])=[O:58].[O-:59][C:60]([CH3:61])=[O:62].[OH2:63].[P:27]([O-:28])([O-:29])([O-:30])=[O:31].[Pd+2:54]>>[CH3:1][O:2][C:3]([c:4]1[cH:5][c:6]([O:18][CH3:19])[cH:7][c:8]([CH:21]2[CH2:22][CH2:23]2)[cH:9]1)=[O:20]. Starting materials: C1CCOC1, COC(=O)c1ccc(-n2nc(C(C)(C)C)cc2N)cc1, CCOC(C)=O, O=C(Cl)Oc1ccccc1, [Na+], [Na+], O=C([O-])[O-]. Product: COC(=O)c1ccc(-n2nc(C(C)(C)C)cc2NC(=O)Oc2ccccc2)cc1. RXN SMILES: [CH2:43]1[O:44][CH2:45][CH2:46][CH2:47]1.[CH3:1][O:2][C:3]([c:4]1[cH:5][cH:6][c:7](-[n:10]2[n:11][c:12]([C:16]([CH3:17])([CH3:18])[CH3:19])[cH:13][c:14]2[NH2:15])[cH:8][cH:9]1)=[O:20].[CH3:37][CH2:38][O:39][C:40](=[O:41])[CH3:42].[Cl:21][C:22](=[O:23])[O:24][c:25]1[cH:26][cH:27][cH:28][cH:29][cH:30]1.[Na+:31].[Na+:32].[O-:33][C:34](=[O:35])[O-:36]>>[CH3:1][O:2][C:3]([c:4]1[cH:5][cH:6][c:7](-[n:10]2[n:11][c:12]([C:16]([CH3:17])([CH3:18])[CH3:19])[cH:13][c:14]2[NH:15][C:22](=[O:23])[O:24][c:25]2[cH:26][cH:27][cH:28][cH:29][cH:30]2)[cH:8][cH:9]1)=[O:20]. Starting materials: [OH-].[Na+] (Sodium hydroxide), C(C1=CC=CC=C1)OC(=O)N1CC2=CC(=CC=C2CC1)OC1=CC=C(C=C1)C(=O)OCC (7-(4-ethoxycarbonyl-phenoxy)-3,4-dihydro-1H-isoquinoline-2-carboxylic acid benzyl ester). Solvent: C(C)O (ethanol). Run at temperature 45 celsius, time 8 hour. The product is C(C1=CC=CC=C1)OC(=O)N1CC2=CC(=CC=C2CC1)OC1=CC=C(C=C1)C(=O)O (7-(4-Carboxy-phenoxy)-3,4-dihydro-1H-isoquinoline-2-carboxylic acid benzyl ester). RXN SMILES: [OH-].[Na+].[CH2:3]([O:10][C:11]([N:13]1[CH2:22][CH2:21][C:20]2[C:15](=[CH:16][C:17]([O:23][C:24]3[CH:29]=[CH:28][C:27]([C:30]([O:32]CC)=[O:31])=[CH:26][CH:25]=3)=[CH:18][CH:19]=2)[CH2:14]1)=[O:12])[C:4]1[CH:9]=[CH:8][CH:7]=[CH:6][CH:5]=1>C(O)C>[CH2:3]([O:10][C:11]([N:13]1[CH2:22][CH2:21][C:20]2[C:15](=[CH:16][C:17]([O:23][C:24]3[CH:25]=[CH:26][C:27]([C:30]([OH:32])=[O:31])=[CH:28][CH:29]=3)=[CH:18][CH:19]=2)[CH2:14]1)=[O:12])[C:4]1[CH:9]=[CH:8][CH:7]=[CH:6][CH:5]=1 |f:0.1|. Procedure: Sodium hydroxide (0.73 g dissolved in 25 mL water) is added to a solution of 7-(4-ethoxycarbonyl-phenoxy)-3,4-dihydro-1H-isoquinoline-2-carboxylic acid benzyl ester (3.00 g) in ethanol (100 mL). The resulting suspension is stirred at 45° C. overnight. The solution is concentrated and the aqueous residue is adjusted to pH value 2-3 using 1 M hydrochloric acid. Then dichloromethane is added and the mixture is stirred for 10 min. The organic phase is separated and the aqueous phase is extracted wit... Reactants: CC(=O)OCc1c(Br)cccc1Br, O=C([O-])[O-], CCN(C)c1ccc2c(c1)CCNC2=O, CCOC(C)=O, CS(C)=O, [I-], [K+], [K+], O. Product: CCN(C)c1ccc2c(c1)CCN(c1cccc(Br)c1COC(C)=O)C2=O. As a reaction SMILES: [Br:16][c:17]1[c:18]([CH2:19][O:20][C:21]([CH3:22])=[O:23])[c:24]([Br:28])[cH:25][cH:26][cH:27]1.[C:30](=[O:31])([O-:32])[O-:33].[CH2:1]([CH3:2])[N:3]([c:4]1[cH:5][c:6]2[c:11]([cH:12][cH:13]1)[C:10](=[O:14])[NH:9][CH2:8][CH2:7]2)[CH3:15].[CH3:36][CH2:37][O:38][C:39](=[O:40])[CH3:41].[CH3:43][S:44]([CH3:45])=[O:46].[I-:29].[K+:34].[K+:35].[OH2:42]>>[CH2:1]([CH3:2])[N:3]([c:4]1[cH:5][c:6]2[c:11]([cH:12][cH:13]1)[C:10](=[O:14])[N:9]([c:24]1[c:18]([CH2:19][O:20][C:21]([CH3:22])=[O:23])[c:17]([Br:16])[cH:27][cH:26][cH:25]1)[CH2:8][CH2:7]2)[CH3:15]. Reactants: CC(C)(C)[Si](C)(C)OCc1cc(C(F)(F)F)ccc1C(O)C1CCCCC1, C1CCOC1, CI, [H-], [Na+], O. Yields the product COC(c1ccc(C(F)(F)F)cc1CO[Si](C)(C)C(C)(C)C)C1CCCCC1. RXN SMILES: [C:1]([CH3:2])([CH3:3])([CH3:4])[Si:5]([O:6][CH2:7][c:8]1[c:9]([CH:18]([OH:19])[CH:20]2[CH2:21][CH2:22][CH2:23][CH2:24][CH2:25]2)[cH:10][cH:11][c:12]([C:14]([F:15])([F:16])[F:17])[cH:13]1)([CH3:26])[CH3:27].[CH2:33]1[O:34][CH2:35][CH2:36][CH2:37]1.[CH3:30][I:31].[H-:28].[Na+:29].[OH2:32]>>[C:1]([CH3:2])([CH3:3])([CH3:4])[Si:5]([O:6][CH2:7][c:8]1[c:9]([CH:18]([O:19][CH3:30])[CH:20]2[CH2:21][CH2:22][CH2:23][CH2:24][CH2:25]2)[cH:10][cH:11][c:12]([C:14]([F:15])([F:16])[F:17])[cH:13]1)([CH3:26])[CH3:27]. Reactants: C(C)(C)(C)OC(NC1=C(C=C(C(=C1)OCC(F)(F)F)C(F)(F)F)N)=O ([2-amino-5-(2,2,2-trifluoro-ethoxy)-4-trifluoromethyl-phenyl]-carbamic acid tert-butyl ester), C(C)(C)(C)OC(CC(C1=CC(=CC=C1)C1=CC(=NC=C1)N1CCCC1)=O)=O (3-oxo-3-[3-(2-pyrrolidin-1-yl-pyridin-4-yl)-phenyl]-propionic acid tert-butyl ester). The product is C(C)(C)(C)OC(NC1=C(C=C(C(=C1)OCC(F)(F)F)C(F)(F)F)NC(CC(C1=CC(=CC=C1)C1=CC(=NC=C1)N1CCCC1)=O)=O)=O ([2-{3-Oxo-3-[3-(2-pyrrolidin-1-yl-pyridin-4-yl)-phenyl]-propionylamino}-5-(2,2,2-trifluoro-ethoxy)-4-trifluoromethyl-phenyl]-carbamic acid tert-butyl ester). Reaction SMILES: [C:1]([O:5][C:6](=[O:25])[NH:7][C:8]1[CH:13]=[C:12]([O:14][CH2:15][C:16]([F:19])([F:18])[F:17])[C:11]([C:20]([F:23])([F:22])[F:21])=[CH:10][C:9]=1[NH2:24])([CH3:4])([CH3:3])[CH3:2].C([O:30][C:31](=O)[CH2:32][C:33](=[O:51])[C:34]1[CH:39]=[CH:38][CH:37]=[C:36]([C:40]2[CH:45]=[CH:44][N:43]=[C:42]([N:46]3[CH2:50][CH2:49][CH2:48][CH2:47]3)[CH:41]=2)[CH:35]=1)(C)(C)C>>[C:1]([O:5][C:6](=[O:25])[NH:7][C:8]1[CH:13]=[C:12]([O:14][CH2:15][C:16]([F:18])([F:17])[F:19])[C:11]([C:20]([F:22])([F:23])[F:21])=[CH:10][C:9]=1[NH:24][C:31](=[O:30])[CH2:32][C:33](=[O:51])[C:34]1[CH:39]=[CH:38][CH:37]=[C:36]([C:40]2[CH:45]=[CH:44][N:43]=[C:42]([N:46]3[CH2:47][CH2:48][CH2:49][CH2:50]3)[CH:41]=2)[CH:35]=1)([CH3:4])([CH3:2])[CH3:3]. Procedure: The title compound was prepared from [2-amino-5-(2,2,2-trifluoro-ethoxy)-4-trifluoromethyl-phenyl]-carbamic acid tert-butyl ester (Example J6) (281 mg, 0.75 mmol) and 3-oxo-3-[3-(2-pyrrolidin-1-yl-pyridin-4-yl)-phenyl]-propionic acid tert-butyl ester (Example K63) (275 mg, 0.75 mmol) according to the general procedure M. Obtained as a light yellow amorphous substance (419 mg, 84%). Starting materials: C(C)OC(C(CBr)=O)=O (3-Bromo-2-oxo-propionic acid ethyl ester), FC(C1=CC=C(C=C1)NC(=S)N)(F)F ((4-trifluoromethyl-phenyl)-thiourea). Run in C(C)O (ethanol). Conditions: temperature 30 celsius, time 12 hour. The product is FC(C1=CC=C(C=C1)NC=1SC=C(N1)C(=O)O)(F)F (2-(4-Trifluoromethyl-phenylamino)-thiazole-4-carboxylic acid). As a reaction SMILES: C([O:3][C:4](=[O:9])[C:5](=O)[CH2:6]Br)C.[F:10][C:11]([F:23])([F:22])[C:12]1[CH:17]=[CH:16][C:15]([NH:18][C:19]([NH2:21])=[S:20])=[CH:14][CH:13]=1>C(O)C>[F:23][C:11]([F:10])([F:22])[C:12]1[CH:13]=[CH:14][C:15]([NH:18][C:19]2[S:20][CH:6]=[C:5]([C:4]([OH:3])=[O:9])[N:21]=2)=[CH:16][CH:17]=1. Procedure details: 3-Bromo-2-oxo-propionic acid ethyl ester (0.59 mL) was added to a suspension of (4-trifluoromethyl-phenyl)-thiourea (1 grams), obtained in step (ii) of example-1, in ethanol (20 mL) and refluxed for about 12 hours. The reaction mixture was cooled and the solid obtained was filtered and dissolved in a minimum amount ethanol. 10% sodium hydroxide solution (10 mL) was added and stirred at about 25-35° C. for about 12 hours. The reaction mixture was then diluted with water and acidified with saturat... The reactants are C(=O)[C@H]1C[C@@H](O[C@@H]1COC(C1=CC=CC=C1)(C1=CC=CC=C1)C1=CC=CC=C1)N1C(=O)NC(=O)C(C)=C1 (3′-deoxy-3′-C-formyl-5′-O-tritylthymidine), CC(=O)O (AcOH), Cl.CON (methoxyamine hydrochloride). The solvent is C(Cl)Cl.CO (CH2Cl2 MeOH). Conditions: time 30 minute. Product: 3′-C-[(methoxyimido)methyl], [C@@H]1(C[C@H](O)[C@@H](CO)O1)N1C(=O)NC(=O)C(C)=C1 (thymidine). Reaction SMILES: C([C@@H:3]1[C@@H:7]([CH2:8][O:9]C(C2C=CC=CC=2)(C2C=CC=CC=2)C2C=CC=CC=2)[O:6][C@@H:5]([N:29]2[CH:37]=[C:35]([CH3:36])[C:33](=[O:34])[NH:32][C:30]2=[O:31])[CH2:4]1)=O.CC(O)=[O:40].Cl.CON>C(Cl)Cl.CO>[C@@H:5]1([N:29]2[CH:37]=[C:35]([CH3:36])[C:33](=[O:34])[NH:32][C:30]2=[O:31])[O:6][C@H:7]([CH2:8][OH:9])[C@@H:3]([OH:40])[CH2:4]1 |f:2.3,4.5|. Reported procedure: To a stirred solution of 3′-deoxy-3′-C-formyl-5′-O-tritylthymidine (0.59, 1 mmol, prepared as per Example 4 in CH2Cl2:MeOH (2:1, 30 vol.) was added AcOH (0.5 ml) and methoxyamine hydrochloride (0.189, 2.2 mml) at room temperature. The mixture was stirred for 30 min., concentrated under vacuum and the residue dissolved in MeOH (20 ml). To this solution, concentrated HCl (0.1 ml) was added and stirred for 1 h. The solution was neutralized with NH4OH (≈2 ml) and concentrated under a vacuum to furni...